From a dataset of the Open Reaction Database (ORD), a public repository of structured organic reaction records. describe an organic reaction: reactants, conditions, products, and yield Reactants: C(C)(=O)C1C(CC(CC1=O)C=1SC=CC1)=O (2-acetyl-5-thien-2-yl-cyclohexane-1,3-dione), NC1=NC=2CC(CC(C2C(=N1)C)=O)C1=CC=C(C=C1)F (2-amino-7-(4-fluoro-phenyl)-4-methyl-7,8-dihydro-6H-quinazolin-5-one). Product: NC1=NC=2CC(CC(C2C(=N1)C)=O)C=1SC=CC1 (2-Amino-7-thien-2-yl-4-methyl-7,8-dihydro-6H-quinazolin-5-one). As a reaction SMILES: [C:1]([CH:4]1[C:9](=[O:10])[CH2:8][CH:7]([C:11]2[S:12][CH:13]=[CH:14][CH:15]=2)[CH2:6][C:5]1=O)(=O)[CH3:2].[NH2:17][C:18]1[N:27]=C(C)C2C(=O)CC(C3C=CC(F)=CC=3)CC=2[N:19]=1>>[NH2:27][C:18]1[N:19]=[C:1]([CH3:2])[C:4]2[C:9](=[O:10])[CH2:8][CH:7]([C:11]3[S:12][CH:13]=[CH:14][CH:15]=3)[CH2:6][C:5]=2[N:17]=1. Procedure: The title compound was prepared from 2-acetyl-5-thien-2-yl-cyclohexane-1,3-dione (430 mg, 1.82 mmol), from stage 1, following the procedure describing the synthesis of 2-amino-7-(4-fluoro-phenyl)-4-methyl-7,8-dihydro-6H-quinazolin-5-one. Starting materials: ClC1=CC=C(C=C1)C=1N(C(NN1)=O)C1CC1 (5-(4-chlorophenyl)-4-cyclopropyl-2,4-dihydro-3H-1,2,4-triazol-3-one), C([O-])([O-])=O.[Cs+].[Cs+] (caesium carbonate), COC(=O)C1=CC(=C(C=C1)CBr)OC (methyl-4-(bromomethyl)-3-methoxybenzenecarboxylate). The solvent is CC(=O)C (acetone), O (water). Reaction conditions: temperature 60 celsius, time 2 hour. The product is ClC1=CC=C(C=C1)C1=NN(C(N1C1CC1)=O)CC1=C(C=C(C=C1)C(=O)OC)OC (Methyl 4-{[3-(4-chlorophenyl)-4-cyclopropyl-5-oxo-4,5-dihydro-1H-1,2,4-triazol-1-yl]methyl}-3-methoxybenzenecarboxylate). Reaction SMILES: [Cl:1][C:2]1[CH:7]=[CH:6][C:5]([C:8]2[N:9]([CH:14]3[CH2:16][CH2:15]3)[C:10](=[O:13])[NH:11][N:12]=2)=[CH:4][CH:3]=1.C(=O)([O-])[O-].[Cs+].[Cs+].[CH3:23][O:24][C:25]([C:27]1[CH:32]=[CH:31][C:30]([CH2:33]Br)=[C:29]([O:35][CH3:36])[CH:28]=1)=[O:26]>CC(C)=O.O>[Cl:1][C:2]1[CH:3]=[CH:4][C:5]([C:8]2[N:9]([CH:14]3[CH2:16][CH2:15]3)[C:10](=[O:13])[N:11]([CH2:33][C:30]3[CH:31]=[CH:32][C:27]([C:25]([O:24][CH3:23])=[O:26])=[CH:28][C:29]=3[O:35][CH3:36])[N:12]=2)=[CH:6][CH:7]=1 |f:1.2.3|. Reported procedure: An amount of 800 mg (3.39 mmol) of 5-(4-chlorophenyl)-4-cyclopropyl-2,4-dihydro-3H-1,2,4-triazol-3-one (preparation as per WO 2007/134862 Example 36A) and 1.66 g (5.09 mmol) of caesium carbonate were suspended in 10 ml of acetone and admixed with 1.14 g (4.41 mmol) of methyl-4-(bromomethyl)-3-methoxybenzenecarboxylate. The mixture was stirred at 60° C. for 2 h. The suspension was diluted with water. It was extracted with twice 15 ml of ethyl acetate. The combined organic phases were dried over s... Starting materials: OC(CC1=CC=C(C=C1)C1=C(C=C(C=C1)F)F)C (4-(2-hydroxypropyl)-2',4'-difluorobiphenyl), FC(C(=O)O)(F)F (trifluoroacetic acid), polyphosphoric acid, S(O)(O)(=O)=O (sulfuric acid). Run in O (water), O (water). Reaction conditions: time 20 minute. Yields the product FC1=C(C=CC(=C1)F)C1=CC=C(C=C1)C(CC(=O)O)C (3-(2',4'-difluoro-4-biphenylyl)butyric acid). RXN SMILES: O[CH:2](C)[CH2:3][C:4]1[CH:9]=[CH:8][C:7]([C:10]2[CH:15]=[CH:14][C:13]([F:16])=[CH:12][C:11]=2[F:17])=[CH:6][CH:5]=1.S(=O)(=O)(O)O.F[C:25](F)(F)[C:26]([OH:28])=[O:27]>O>[F:17][C:11]1[CH:12]=[C:13]([F:16])[CH:14]=[CH:15][C:10]=1[C:7]1[CH:8]=[CH:9][C:4]([CH:3]([CH3:2])[CH2:25][C:26]([OH:28])=[O:27])=[CH:5][CH:6]=1. Reported procedure: 4 ml. of formic acid are added over 20 minutes to a solution of 2.3 g. of 4-(2-propneyl)-2',4'-difluorobiphenyl, obtained by eliminating water from 4-(2-hydroxypropyl)-2',4'-difluorobiphenyl with polyphosphoric acid, in a mixture of 12 ml. of sulfuric acid and 8 ml. of trifluoroacetic acid. After 20 minutes more, the mixture is poured into water to give 3-(2',4'-difluoro-4-biphenylyl)butyric acid, m.p. 109°-110°. Starting materials: CO, COCCOC, ClCCl, Fc1cnc(Cl)nc1Cl, [Na+], [Na+], O=C([O-])[O-], OB(O)c1cccnc1Oc1ccc(Nc2nnc(-c3ccccc3)c3ccccc23)cc1, c1ccc(P(c2ccccc2)(c2ccccc2)[Pd](P(c2ccccc2)(c2ccccc2)c2ccccc2)(P(c2ccccc2)(c2ccccc2)c2ccccc2)P(c2ccccc2)(c2ccccc2)c2ccccc2)cc1. Yields the product Fc1cnc(Cl)nc1-c1cccnc1Oc1ccc(Nc2nnc(-c3ccccc3)c3ccccc23)cc1. Reaction SMILES: [CH3:132][OH:133].[CH3:43][O:44][CH2:45][CH2:46][O:47][CH3:48].[Cl:134][CH2:135][Cl:136].[Cl:1][c:2]1[n:3][cH:4][c:5]([F:9])[c:6]([Cl:8])[n:7]1.[Na+:49].[Na+:50].[O-:51][C:52](=[O:53])[O-:54].[c:10]1(-[c:16]2[n:17][n:18][c:19]([NH:26][c:27]3[cH:28][cH:29][c:30]([O:31][c:32]4[n:33][cH:34][cH:35][cH:36][c:37]4[B:38]([OH:39])[OH:40])[cH:41][cH:42]3)[c:20]3[cH:21][cH:22][cH:23][cH:24][c:25]23)[cH:11][cH:12][cH:13][cH:14][cH:15]1.[cH:55]1[cH:56][cH:57][c:58]([P:59]([Pd:60]([P:61]([c:62]2[cH:63][cH:64][cH:65][cH:66][cH:67]2)([c:68]2[cH:69][cH:70][cH:71][cH:72][cH:73]2)[c:74]2[cH:75][cH:76][cH:77][cH:78][cH:79]2)([P:80]([c:81]2[cH:82][cH:83][cH:84][cH:85][cH:86]2)([c:87]2[cH:88][cH:89][cH:90][cH:91][cH:92]2)[c:93]2[cH:94][cH:95][cH:96][cH:97][cH:98]2)[P:99]([c:100]2[cH:101][cH:102][cH:103][cH:104][cH:105]2)([c:106]2[cH:107][cH:108][cH:109][cH:110][cH:111]2)[c:112]2[cH:113][cH:114][cH:115][cH:116][cH:117]2)([c:118]2[cH:119][cH:120][cH:121][cH:122][cH:123]2)[c:124]2[cH:125][cH:126][cH:127][cH:128][cH:129]2)[cH:130][cH:131]1>>[Cl:1][c:2]1[n:3][cH:4][c:5]([F:9])[c:6](-[c:37]2[c:32]([O:31][c:30]3[cH:29][cH:28][c:27]([NH:26][c:19]4[n:18][n:17][c:16](-[c:10]5[cH:11][cH:12][cH:13][cH:14][cH:15]5)[c:25]5[c:20]4[cH:21][cH:22][cH:23][cH:24]5)[cH:42][cH:41]3)[n:33][cH:34][cH:35][cH:36]2)[n:7]1. Reaction SMILES: [C-:25]#[N:26].[CH3:28][N:29]([CH3:30])[CH:31]=[O:32].[Cl:1][c:2]1[cH:3][c:4]([F:24])[c:5](-[n:12]2[c:13](=[O:23])[n:14]([CH2:20][CH2:21][CH3:22])[c:15]([C:18]#[N:19])[c:16]2[Cl:17])[cH:6][c:7]1[O:8][CH2:9][C:10]#[CH:11].[K+:27]>>[Cl:1][c:2]1[cH:3][c:4]([F:24])[c:5](-[n:12]2[c:13](=[O:23])[n:14]([CH2:20][CH2:21][CH3:22])[c:15]([C:18]#[N:19])[c:16]2[C:25]#[N:26])[cH:6][c:7]1[O:8][CH2:9][C:10]#[CH:11]. Starting materials: [C-]#N, CN(C)C=O, C#CCOc1cc(-n2c(Cl)c(C#N)n(CCC)c2=O)c(F)cc1Cl, [K+]. Yields the product C#CCOc1cc(-n2c(C#N)c(C#N)n(CCC)c2=O)c(F)cc1Cl.